describe an organic reaction: reactants, conditions, products, and yield From a dataset of the Open Reaction Database (ORD), a public repository of structured organic reaction records. Starting materials: CC1=CC=C(C=C1)C=1OC(=C(N1)CC(=O)OCC)C=1OC=CC1 (ethyl 2-[2-(4-methylphenyl)-5-(2-furyl)-4-oxazolyl]acetate), CO (methanol), [OH-].[Na+] (sodium hydroxide). Run in O (water). The product is CC1=CC=C(C=C1)C=1OC(=C(N1)CC(=O)O)C=1OC=CC1 (2-[2-(4-methylphenyl)-5-(2-furyl)-4-oxazolyl]acetic acid). The yield is 55.0%. Reaction SMILES: [CH3:1][C:2]1[CH:7]=[CH:6][C:5]([C:8]2[O:9][C:10]([C:19]3[O:20][CH:21]=[CH:22][CH:23]=3)=[C:11]([CH2:13][C:14]([O:16]CC)=[O:15])[N:12]=2)=[CH:4][CH:3]=1.CO.[OH-].[Na+]>O>[CH3:1][C:2]1[CH:3]=[CH:4][C:5]([C:8]2[O:9][C:10]([C:19]3[O:20][CH:21]=[CH:22][CH:23]=3)=[C:11]([CH2:13][C:14]([OH:16])=[O:15])[N:12]=2)=[CH:6][CH:7]=1 |f:2.3|. Reported procedure: 4.0 g of ethyl 2-[2-(4-methylphenyl)-5-(2-furyl)-4-oxazolyl]acetate, 60 ml of methanol, 10 ml of water and 1.5 g of sodium hydroxide are treated in the same manner as described in Example 16. 2.0 g of 2-[2-(4-methylphenyl)-5-(2-furyl)-4-oxazolyl]acetic acid are thereby obtained. Yield: 55.6%